From a dataset of the Open Reaction Database (ORD), a public repository of structured organic reaction records. describe an organic reaction: reactants, conditions, products, and yield Reaction SMILES: [CH:1]1[CH:2]=[CH:3][C:4]([C@H:7]2[O:9][C@@H:8]2[C:10]2[CH:11]=[CH:12][CH:13]=[CH:14][CH:15]=2)=[CH:5][CH:6]=1.[NH2:16][CH2:17][CH:18]([OH:27])[CH2:19][CH2:20][N:21]1[CH2:26][CH2:25][O:24][CH2:23][CH2:22]1.O>CO>[OH:9][CH:7]([C:4]1[CH:3]=[CH:2][CH:1]=[CH:6][CH:5]=1)[CH:8]([NH:16][CH2:17][CH:18]([OH:27])[CH2:19][CH2:20][N:21]1[CH2:22][CH2:23][O:24][CH2:25][CH2:26]1)[C:10]1[CH:11]=[CH:12][CH:13]=[CH:14][CH:15]=1. Yield: 88.8%. Solvent: CO (methanol). Reported procedure: A mixture of trans-stilbene oxide (1.96 g, 0.010 mol) and 4-(4-amino-3-hydroxybutyl)morpholine (3.48 g, 0.020 mol) was heated on a steam bath for 18 hours. The resulting viscous oil was dissolved in methanol (20 mL) and the solution poured into water (150 mL). The aqueous mixture was extracted twice with 100 mL portions of methylene chloride. The extract was dried (MgSO4) and concentrated to obtain 3.29 g of the impure product as an oil. The material was chromatographed on silica gel (60 g) usin... Product: OC(C(C1=CC=CC=C1)NCC(CCN1CCOCC1)O)C1=CC=CC=C1 (α-[[(2-hydroxy-1,2-diphenylethyl)amino]methyl]-4-morpholinepropanol). The reactants are C=1C=CC(=CC1)[C@@H]2[C@H](O2)C=3C=CC=CC3 (trans-stilbene oxide), NCC(CCN1CCOCC1)O (4-(4-amino-3-hydroxybutyl)morpholine), O (water). The reactants are FC1=C(C=CC=C1)C1SC[C@H](N1)C(=O)OC(C)(C)C (tert-butyl (2RS,4R)-2-(2-fluorophenyl)-4-thiazolidinecarboxylate), C[Si](CCOC(=O)C=1C=C(C=CC1)NC(NCC(=O)O)=O)(C)C (2-{3-[3-(2-trimethylsilylethoxycarbonyl)phenyl]ureido}acetic acid), C1(CCCCC1)N=C=NC1CCCCC1 (N,N'-dicyclohexylcarbodiimide). Product: C(C)(C)(C)OC(=O)[C@H]1N([C@H](SC1)C1=C(C=CC=C1)F)C(CNC(NC=1C=C(C(=O)OCC[Si](C)(C)C)C=CC1)=O)=O (2-trimethylsilylethyl (2R,4R)-3-{3-{2-[4-tert-butoxycarbonyl-2-(2-fluorophenyl)-3-thiazolidinyl]-2-oxoethyl}ureido}benzoate). Yield: 33.6%. As a reaction SMILES: [F:1][C:2]1[CH:7]=[CH:6][CH:5]=[CH:4][C:3]=1[CH:8]1[NH:12][C@H:11]([C:13]([O:15][C:16]([CH3:19])([CH3:18])[CH3:17])=[O:14])[CH2:10][S:9]1.[CH3:20][Si:21]([CH3:42])([CH3:41])[CH2:22][CH2:23][O:24][C:25]([C:27]1[CH:28]=[C:29]([NH:33][C:34](=[O:40])[NH:35][CH2:36][C:37](O)=[O:38])[CH:30]=[CH:31][CH:32]=1)=[O:26].C1(N=C=NC2CCCCC2)CCCCC1>>[C:16]([O:15][C:13]([C@@H:11]1[CH2:10][S:9][C@H:8]([C:3]2[CH:4]=[CH:5][CH:6]=[CH:7][C:2]=2[F:1])[N:12]1[C:37](=[O:38])[CH2:36][NH:35][C:34](=[O:40])[NH:33][C:29]1[CH:28]=[C:27]([CH:32]=[CH:31][CH:30]=1)[C:25]([O:24][CH2:23][CH2:22][Si:21]([CH3:42])([CH3:41])[CH3:20])=[O:26])=[O:14])([CH3:19])([CH3:18])[CH3:17]. Procedure: 2-Trimethylsilylethyl (2R,4R)-3-{3-{2-[4-tertbutoxycarbonyl]-2-(2-fluorophenyl)-3-thiazolidinyl]-2-oxoethyl}ureido}benzoate may be prepared in a fashion similar to that described in Example 41 §A, but starting from 3.35 g of tert-butyl (2RS,4R)-2-(2-fluorophenyl)-4-thiazolidinecarboxylate, 4.0 g of 2-{3-[3-(2-trimethylsilylethoxycarbonyl)phenyl]ureido}acetic acid and 2.45 g of N,N'-dicyclohexylcarbodiimide. The crude product is purified by chromatography on silica [eluent: ethyl acetate/cyclohex... Reactants: CC1=C(C=C2C(C3(CCC2C3(C)C)C)=O)C=CC=C1 (3-o-methylbenzylidene camphor), ice, OS(=O)(=O)O.O=S(=O)=O (oleum). Reaction conditions: time 30 minute. The product is CC1=CC=C(C=C1C=C1C(C2(CCC1C2(C)C)C)=O)S(=O)(=O)O (4-methyl-5-(2-oxo-3-bornylidene methyl) benzene sulfonic acid). As a reaction SMILES: [CH3:1][C:2]1[CH:19]=[CH:18][CH:17]=[CH:16][C:3]=1[CH:4]=[C:5]1[CH:10]2[C:11]([CH3:13])([CH3:12])[C:7]([CH3:14])([CH2:8][CH2:9]2)[C:6]1=[O:15].[OH:20][S:21](O)(=[O:23])=[O:22].O=S(=O)=O>>[CH3:1][C:2]1[C:3]([CH:4]=[C:5]2[CH:10]3[C:11]([CH3:12])([CH3:13])[C:7]([CH3:14])([CH2:8][CH2:9]3)[C:6]2=[O:15])=[CH:16][C:17]([S:21]([OH:23])(=[O:22])=[O:20])=[CH:18][CH:19]=1 |f:1.2|. Procedure details: 25.4 g of 3-o-methylbenzylidene camphor are dissolved with stirring in 84 ml of oleum containing 20% by weight SO3 with cooling so as to maintain the temperature below 25° C. Stirring of the resulting reaction mixture is continued for an additional 30 minutes at ambient temperature at which time it is poured into 200 ml of crushed ice. The precipitate which forms is filtered and crystallized in 100 ml of acetone to produce white crystals melting at 130° C. and corresponding to the dihydrate. Starting materials: C(C1=CN=CC=C1)(=O)N (nicotinamide), CN(CCN(C)C)C (N,N,N′,N′-tetramethylethylenediamine), C(C)(C)NC(C)C (N,N-diisopropylamine), C(CCC)[Li] (n-butyllithium), CCCCCC (hexane). The solvent is O1CCCC1 (tetrahydrofuran), O1CCCC1 (tetrahydrofuran). Reaction conditions: temperature -78 celsius, time 10 minute. The product is N1=CC=CC2=C1NC1=C(CC2=O)C=CN=C1 (6,11-dihydro-5H-dipyrido[2,3-b:4′,3′-f]azepin-5-one). The yield is 89.8%. Reaction SMILES: C[N:2]([CH3:8])[CH2:3][CH2:4][N:5]([CH3:7])C.C(N[CH:13]([CH3:15])[CH3:14])(C)C.C([Li])CCC.CCCCCC.[C:27](N)(=[O:34])[C:28]1[CH:33]=[CH:32][CH:31]=[N:30]C=1>O1CCCC1>[N:30]1[C:7]2[NH:5][C:4]3[CH:3]=[N:2][CH:8]=[CH:14][C:13]=3[CH2:15][C:27](=[O:34])[C:28]=2[CH:33]=[CH:32][CH:31]=1. Procedure details: N,N,N′,N′-tetramethylethylenediamine (8.0 mL, 0.053 mol) and N,N-diisopropylamine (7.4 mL, 0.053 mol) were mixed in tetrahydrofuran (43 mL) and then cooled to −78° C. To the mixture was added 2.50 M of n-butyllithium in hexane (21 mL, 0.0525 mol) and stirred at −78° C. for 10 minutes then at 0° C. for 10 minutes. In a separate flask was added N,N-diethyl-2-[4-methylpyridin-3-yl)amino]nicotinamide (5.00 g, 0.0176 mol) in tetrahydrofuran (100 mL) and then cooled to 0° C. under an atmosphere of nit... Reactants: CC(C)C[Al+]CC(C)C, CCOC(=O)c1c(Cl)nc2ccccc2c1-c1ccc(F)cc1, ClCCl, [H-]. RXN SMILES: [CH2:25]([Al+:26][CH2:27][CH:28]([CH3:29])[CH3:30])[CH:31]([CH3:32])[CH3:33].[Cl:1][c:2]1[n:3][c:4]2[cH:5][cH:6][cH:7][cH:8][c:9]2[c:10](-[c:17]2[cH:18][cH:19][c:20]([F:23])[cH:21][cH:22]2)[c:11]1[C:12](=[O:13])[O:14][CH2:15][CH3:16].[Cl:34][CH2:35][Cl:36].[H-:24]>>[Cl:1][c:2]1[n:3][c:4]2[cH:5][cH:6][cH:7][cH:8][c:9]2[c:10](-[c:17]2[cH:18][cH:19][c:20]([F:23])[cH:21][cH:22]2)[c:11]1[CH2:12][OH:13]. Yields the product OCc1c(Cl)nc2ccccc2c1-c1ccc(F)cc1.